This data is from the Open Reaction Database (ORD), a public repository of structured organic reaction records. The task is: describe an organic reaction: reactants, conditions, products, and yield The reactants are C1CCOC1, CC(C)[N-]C(C)C, CI, CN1CCCN(C)C1=O, [Li+], O, CCOC(=O)Cc1ccccc1. Yields the product CCOC(=O)C(C)c1ccccc1. RXN SMILES: [CH2:32]1[O:33][CH2:34][CH2:35][CH2:36]1.[CH3:14][CH:15]([N-:16][CH:17]([CH3:18])[CH3:19])[CH3:20].[CH3:21][I:22].[CH3:23][N:24]1[CH2:25][CH2:26][CH2:27][N:28]([CH3:29])[C:30]1=[O:31].[Li+:13].[OH2:37].[c:1]1([CH2:7][C:8](=[O:9])[O:10][CH2:11][CH3:12])[cH:2][cH:3][cH:4][cH:5][cH:6]1>>[c:1]1([CH:7]([C:8](=[O:9])[O:10][CH2:11][CH3:12])[CH3:14])[cH:2][cH:3][cH:4][cH:5][cH:6]1. Reactants: compound 39(c), C([O-])([O-])=O.[K+].[K+] (Potassium carbonate), compound 39(b), CNC(=O)C1=C(OC2=C1C=C(C(=C2)N(C)S(=O)(=O)C)OCC)C2=CC=C(C=C2)F (5-ethoxy-2-(4-fluoro-phenyl)-6-(methanesulfonyl-methyl-amino)-benzofuran-3-carboxylic acid methylamide). Run in C(C)#N (acetonitrile). Product: FC1=CC=C(C=C1)C=1OC2=C(C1C(NC)=O)C=C(C(=C2)N(C)S(=O)(=O)C)OCC2=CC(=C(C(=O)O)C=C2)O (4-[2-(4-fluoro-phenyl)-6-(methanesulfonyl-methyl-amino)-3-methylcarbamoyl-benzofuran-5-yloxymethyl]-2-hydroxy-benzoic acid). Isolated yield 192.8%. As a reaction SMILES: [C:1](=[O:4])([O-])[O-:2].[K+].[K+].[CH3:7][NH:8][C:9]([C:11]1[C:15]2[CH:16]=[C:17]([O:26][CH2:27][CH3:28])[C:18]([N:20]([S:22]([CH3:25])(=[O:24])=[O:23])[CH3:21])=[CH:19][C:14]=2[O:13][C:12]=1[C:29]1[CH:34]=[CH:33][C:32]([F:35])=[CH:31][CH:30]=1)=[O:10]>C(#N)C>[F:35][C:32]1[CH:33]=[CH:34][C:29]([C:12]2[O:13][C:14]3[CH:19]=[C:18]([N:20]([S:22]([CH3:25])(=[O:24])=[O:23])[CH3:21])[C:17]([O:26][CH2:27][C:28]4[CH:14]=[CH:15][C:11]([C:1]([OH:2])=[O:4])=[C:12]([OH:13])[CH:29]=4)=[CH:16][C:15]=3[C:11]=2[C:9](=[O:10])[NH:8][CH3:7])=[CH:30][CH:31]=1 |f:0.1.2|. Procedure: Preparation of compound 39(c) (5-(2,2-dimethyl-4-oxo-4H-benzo[1,3]dioxin-7-ylmethoxy)-2-(4-fluoro-phenyl)-6-(methanesulfonyl-methyl-amino)-benzofuran-3-carboxylic acid methylamide). Potassium carbonate (0.19 g, 1.38 mmol) and compound 39(b) (0.25 g, 0.917 mmol) were added to a solution of compound 38(d) (0.18 g, 0.459 mmol, which can be prepared according to Example 38 step d above), in acetonitrile (15 mL). The reaction mixture was refluxed for 4 hours and then concentrated in vacuo. The crude ... The reactants are N(=NC(C#N)(C)C)C(C#N)(C)C (azobisisobutyronitrile), N (ammonia), Cl (hydrogen chloride), Cl.N(=NC(C(=N)OC)(C)C)C(C(OC)=N)(C)C (2,2′-azobis(1-imino-1-methoxy-2-methylpropane) hydrochloride). Run in CO (methanol), C1(=CC=CC=C1)C (toluene), C1(=CC=CC=C1)C (toluene), C1(=CC=CC=C1)C (toluene). The product is N(=NC(C(=N)OC)(C)C)C(C(OC)=N)(C)C (2,2′-azobis(1-imino-1-methoxy-2-methylpropane)). As a reaction SMILES: N(C(C)(C)C#N)=NC(C)(C)C#N.Cl.Cl.[N:15]([C:24]([CH3:30])([CH3:29])[C:25](=[NH:28])[O:26][CH3:27])=[N:16][C:17]([CH3:23])([CH3:22])[C:18]([O:20][CH3:21])=[NH:19].N>C1(C)C=CC=CC=1.CO>[N:15]([C:24]([CH3:30])([CH3:29])[C:25](=[NH:28])[O:26][CH3:27])=[N:16][C:17]([CH3:23])([CH3:22])[C:18]([O:20][CH3:21])=[NH:19] |f:2.3|. Procedure: A suspension consisting of 60 g of azobisisobutyronitrile, 28 g of methanol and 270 ml of toluene was reacted by introducing 32 g of hydrogen chloride to obtain a toluene suspension of 2,2′-azobis(1-imino-1-methoxy-2-methylpropane) hydrochloride. The toluene suspension was neutralized with ammonia, followed by filtering to obtain a toluene solution of 2,2′-azobis(1-imino-1-methoxy-2-methylpropane). To the toluene solution was added 62 g of pyrrolidine, and reacted for 7 hours. After standing ove... Starting materials: C1CCOC1, C[Si](C)(C)[N-][Si](C)(C)C, CCCCCC, [Cl-], [Cl-], O=C(Cl)c1cccnc1Cl, COC(=O)Cc1ccccc1F, [Li+], [NH4+], [Na+], O. Yields the product O=C(Cc1ccccc1F)c1cccnc1Cl. Reaction SMILES: [CH2:43]1[O:44][CH2:45][CH2:46][CH2:47]1.[CH3:14][Si:15]([N-:16][Si:17]([CH3:18])([CH3:19])[CH3:20])([CH3:21])[CH3:22].[CH3:23][CH2:24][CH2:25][CH2:26][CH2:27][CH3:28].[Cl-:39].[Cl-:42].[Cl:29][c:30]1[c:31]([C:32]([Cl:33])=[O:34])[cH:35][cH:36][cH:37][n:38]1.[F:1][c:2]1[c:3]([CH2:8][C:9]([O:11][CH3:10])=[O:12])[cH:4][cH:5][cH:6][cH:7]1.[Li+:13].[NH4+:40].[Na+:41].[OH2:48]>>[F:1][c:2]1[c:3]([CH2:8][C:9](=[O:11])[c:31]2[c:30]([Cl:29])[n:38][cH:37][cH:36][cH:35]2)[cH:4][cH:5][cH:6][cH:7]1. The reactants are FC(C(=O)O)(F)F (Trifluoroacetic acid), ClC=1C=C(C=CC1)C1=CC(=C(C(=O)OC(C)(C)C)C=C1)NC1=CC(=CC=C1)O (tert-butyl 4-(3-chlorophenyl)-2-((3-hydroxyphenyl)amino)benzoate). Run at time 3 hour. Product: ClC=1C=C(C=CC1)C1=CC(=C(C(=O)O)C=C1)NC1=CC(=CC=C1)O (4-(3-chlorophenyl)-2-((3-hydroxyphenyl)amino)benzoic acid). Reaction SMILES: FC(F)(F)C(O)=O.[Cl:8][C:9]1[CH:10]=[C:11]([C:15]2[CH:27]=[CH:26][C:18]([C:19]([O:21]C(C)(C)C)=[O:20])=[C:17]([NH:28][C:29]3[CH:34]=[CH:33][CH:32]=[C:31]([OH:35])[CH:30]=3)[CH:16]=2)[CH:12]=[CH:13][CH:14]=1>>[Cl:8][C:9]1[CH:10]=[C:11]([C:15]2[CH:27]=[CH:26][C:18]([C:19]([OH:21])=[O:20])=[C:17]([NH:28][C:29]3[CH:34]=[CH:33][CH:32]=[C:31]([OH:35])[CH:30]=3)[CH:16]=2)[CH:12]=[CH:13][CH:14]=1. Procedure: Trifluoroacetic acid 5.0 mL was added to the obtained tert-butyl 4-(3-chlorophenyl)-2-((3-hydroxyphenyl)amino)benzoate, and it was stirred at room temperature for 3 hours. The solvent was removed under reduced pressure, and the obtained residue was refined by reversed-phase silica gel column chromatography [eluent; 80-100% acetonitrile/0.1% trifluoroacetic acid aqueous solution] to give 4-(3-chlorophenyl)-2-((3-hydroxyphenyl)amino)benzoic acid 22 mg of a yellow solid. The reactants are ClC(C(CC=1N=C(NC1)[N+](=O)[O-])N=O)(C)C (3-Chloro-3-methyl-1-(2-nitroimidazolyl)-2-nitrosobutane), NCC(CN)C (1,3-diamino-2-methylpropane). Solvent: C(C)#N (acetonitrile). Conditions: time 30 minute. Product: NCC(CNC(C(CC=1N=C(NC1)[N+](=O)[O-])=NO)(C)C)C (3-(3-Amino-2-methylpropylamino)-3-methyl-1-(2-nitroimidazolyl)-2-butanone Oxime). Reaction SMILES: Cl[C:2]([CH3:16])([CH3:15])[CH:3]([N:13]=[O:14])[CH2:4][C:5]1[N:6]=[C:7]([N+:10]([O-:12])=[O:11])[NH:8][CH:9]=1.[NH2:17][CH2:18][CH:19]([CH3:22])[CH2:20][NH2:21]>C(#N)C>[NH2:17][CH2:18][CH:19]([CH3:22])[CH2:20][NH:21][C:2]([CH3:16])([CH3:15])[C:3](=[N:13][OH:14])[CH2:4][C:5]1[N:6]=[C:7]([N+:10]([O-:12])=[O:11])[NH:8][CH:9]=1. Reported procedure: 3-Chloro-3-methyl-1-(2-nitroimidazolyl)-2-nitrosobutane (1.5 g, 6.09 mmol, Example 1) was added portionwise over a period of 30 minutes to a stirred solution of 1,3-diamino-2-methylpropane (3.0 g, 34.10 mmol) in dry acetonitrile (30 mL) at 50° C. After the addition the reaction mixture was allowed to remain at 50° C. for an additional 30 minutes. The reaction mixture was then cooled and solvent was removed on a rotary evaporator to a give a paste. This was crystallized from dichloromethane-ether...